From a dataset of the Open Reaction Database (ORD), a public repository of structured organic reaction records. describe an organic reaction: reactants, conditions, products, and yield The reactants are Cl.Cl.Cl.N1(CCNCC1)CC(=O)NC1=NC=CC=C1 (2-piperazin-1-yl-N-pyridin-2-yl-acetamide trihydrochloride), C(C)(C)(C)OC(NCCBr)=O ((2-Bromo-ethyl)-carbamic acid tert-butyl ester). Yields the product C(C)(C)(C)OC(NCCN1CCN(CC1)CC(NC1=NC=CC=C1)=O)=O ({2-[4-(Pyridin-2-ylcarbamoylmethyl)-piperazin-1-yl]-ethyl}-carbamic acid tert-butyl ester). As a reaction SMILES: Cl.Cl.Cl.[N:4]1([CH2:10][C:11]([NH:13][C:14]2[CH:19]=[CH:18][CH:17]=[CH:16][N:15]=2)=[O:12])[CH2:9][CH2:8][NH:7][CH2:6][CH2:5]1.[C:20]([O:24][C:25](=[O:30])[NH:26][CH2:27][CH2:28]Br)([CH3:23])([CH3:22])[CH3:21]>>[C:20]([O:24][C:25](=[O:30])[NH:26][CH2:27][CH2:28][N:7]1[CH2:8][CH2:9][N:4]([CH2:10][C:11](=[O:12])[NH:13][C:14]2[CH:19]=[CH:18][CH:17]=[CH:16][N:15]=2)[CH2:5][CH2:6]1)([CH3:23])([CH3:22])[CH3:21] |f:0.1.2.3|. Procedure details: The title compound is synthesized by coupling of 2-piperazin-1-yl-N-pyridin-2-yl-acetamide trihydrochloride dehydrate (commercially available from ABCR GmbH) and (2-Bromo-ethyl)-carbamic acid tert-butyl ester analogously to the preparation of Intermediate 269.2 as a colorless oil; ES-MS: M+H=364.3: CtRet=4.07. Reactants: BrC=1SC=NN1 (2-bromo-1,3,4-thiadiazole), C(C)OC(CN)OCC (aminoacetaldehyde diethyl acetal). Solvent: C1=CC=CC=C1 (benzene). The product is C(C)OC(CNC=1SC=NN1)OCC ((1,3,4-thiadiazol-2-yl)aminoacetaldehyde diethyl acetal). The yield is 79.8%. As a reaction SMILES: Br[C:2]1[S:3][CH:4]=[N:5][N:6]=1.[CH2:7]([O:9][CH:10]([O:13][CH2:14][CH3:15])[CH2:11][NH2:12])[CH3:8]>C1C=CC=CC=1>[CH2:7]([O:9][CH:10]([O:13][CH2:14][CH3:15])[CH2:11][NH:12][C:2]1[S:3][CH:4]=[N:5][N:6]=1)[CH3:8]. Procedure: A solution of 2-bromo-1,3,4-thiadiazole (3.14 g.) and aminoacetaldehyde diethyl acetal (5.1 g.) in benzene (75 ml) was refluxed for 20 hours. After cooling, the insoluble material was filtered off. The filtrate was concentrated under reduced pressure to give oil (6.3 g.). The oil was purified by column chromatography on silica gel (120 g.) using benzene and then ethyl acetate as developing solvent to give (1,3,4-thiadiazol-2-yl)aminoacetaldehyde diethyl acetal (3.3 g.), mp 108° to 112° C. Starting materials: CCCC[N+](CCCC)(CCCC)CCCC, C1CCOC1, CCOCC, [F-], CCOC(=O)CC(Cc1csc(CCCCO[Si](c2ccccc2)(c2ccccc2)C(C)(C)C)n1)c1ccc2c(c1)OCO2. Product: CCOC(=O)CC(Cc1csc(CCCCO)n1)c1ccc2c(c1)OCO2. RXN SMILES: [CH2:46]([N+:47]([CH2:48][CH2:49][CH2:50][CH3:51])([CH2:52][CH2:53][CH2:54][CH3:55])[CH2:56][CH2:57][CH2:58][CH3:59])[CH2:60][CH2:61][CH3:62].[CH2:63]1[O:64][CH2:65][CH2:66][CH2:67]1.[CH3:68][CH2:69][O:70][CH2:71][CH3:72].[F-:45].[O:1]1[CH2:2][O:3][c:4]2[c:5]1[cH:6][cH:7][c:8]([CH:10]([CH2:11][C:12](=[O:13])[O:14][CH2:15][CH3:16])[CH2:17][c:18]1[n:19][c:20]([CH2:23][CH2:24][CH2:25][CH2:26][O:27][Si:28]([C:29]([CH3:30])([CH3:31])[CH3:32])([c:33]3[cH:34][cH:35][cH:36][cH:37][cH:38]3)[c:39]3[cH:40][cH:41][cH:42][cH:43][cH:44]3)[s:21][cH:22]1)[cH:9]2>>[O:1]1[CH2:2][O:3][c:4]2[c:5]1[cH:6][cH:7][c:8]([CH:10]([CH2:11][C:12](=[O:13])[O:14][CH2:15][CH3:16])[CH2:17][c:18]1[n:19][c:20]([CH2:23][CH2:24][CH2:25][CH2:26][OH:27])[s:21][cH:22]1)[cH:9]2. Reactants: CC(=O)O, [H][H], CCOC(=O)CCCCC(N)c1ccc2ccccc2c1, CCOC(=O)CCCCC(=NO)c1ccc2ccccc2c1, O=[Pt]. Yields the product CCOC(=O)CCCCC(N)c1ccc2ccccc2c1. As a reaction SMILES: [CH3:46][C:47](=[O:48])[OH:49].[H:44][H:45].[NH2:23][CH:24]([c:25]1[cH:26][cH:27][c:28]2[c:29]([cH:30][cH:31][cH:32][cH:33]2)[cH:34]1)[CH2:35][CH2:36][CH2:37][CH2:38][C:39]([O:40][CH2:41][CH3:42])=[O:43].[OH:1][N:2]=[C:3]([CH2:4][CH2:5][CH2:6][CH2:7][C:8](=[O:9])[O:10][CH2:11][CH3:12])[c:13]1[cH:14][c:15]2[cH:16][cH:17][cH:18][cH:19][c:20]2[cH:21][cH:22]1.[Pt:50]=[O:51]>>[NH2:2][CH:3]([CH2:4][CH2:5][CH2:6][CH2:7][C:8](=[O:9])[O:10][CH2:11][CH3:12])[c:13]1[cH:14][c:15]2[cH:16][cH:17][cH:18][cH:19][c:20]2[cH:21][cH:22]1. Reactants: CCCO, COc1ccccc1C(O)c1ccc(NC(=O)C2(c3ccc4c(c3)OCO4)CC2)nc1, COc1ccccc1C(OCCCO)c1ccc(NC(=O)C2(c3ccc4c(c3)OCO4)CC2)nc1. Product: CCCOC(c1ccc(NC(=O)C2(c3ccc4c(c3)OCO4)CC2)nc1)c1ccccc1OC. Reaction SMILES: [CH3:67][CH2:68][CH2:69][OH:70].[O:1]1[c:2]2[cH:3][cH:4][c:5]([C:6]3([C:7]([NH:8][c:9]4[cH:10][cH:11][c:12]([CH:13]([OH:14])[c:15]5[cH:16][cH:17][cH:18][cH:19][c:20]5[O:21][CH3:22])[cH:23][n:24]4)=[O:25])[CH2:26][CH2:27]3)[cH:28][c:29]2[O:30][CH2:31]1.[O:32]1[CH2:33][O:34][c:35]2[c:36]1[cH:37][cH:38][c:39]([C:41]1([C:44](=[O:45])[NH:46][c:47]3[n:48][cH:49][c:50]([CH:53]([c:54]4[c:55]([O:60][CH3:61])[cH:56][cH:57][cH:58][cH:59]4)[O:62][CH2:63][CH2:64][CH2:65][OH:66])[cH:51][cH:52]3)[CH2:42][CH2:43]1)[cH:40]2>>[O:32]1[CH2:33][O:34][c:35]2[c:36]1[cH:37][cH:38][c:39]([C:41]1([C:44](=[O:45])[NH:46][c:47]3[n:48][cH:49][c:50]([CH:53]([c:54]4[c:55]([O:60][CH3:61])[cH:56][cH:57][cH:58][cH:59]4)[O:62][CH2:63][CH2:64][CH3:65])[cH:51][cH:52]3)[CH2:42][CH2:43]1)[cH:40]2. Reactants: CCCCN, Nc1nc(N)nc(Cl)n1, O. Product: CCCCNc1nc(N)nc(N)n1. Reaction SMILES: [CH2:10]([CH2:11][CH2:12][CH3:13])[NH2:14].[NH2:1][c:2]1[n:3][c:4]([Cl:9])[n:5][c:6]([NH2:8])[n:7]1.[OH2:15]>>[NH2:1][c:2]1[n:3][c:4]([NH:14][CH2:10][CH2:11][CH2:12][CH3:13])[n:5][c:6]([NH2:8])[n:7]1.